Task: describe an organic reaction: reactants, conditions, products, and yield. Dataset: the Open Reaction Database (ORD), a public repository of structured organic reaction records The reactants are O (water), NC1=NN2C(C(=C(C(=C2)C2=CC=NN2C2=CC=C(C#N)C=C2)C)C2=CC(=CC=C2)C(F)(F)F)=N1 (4-{5-[2-Amino-7-methyl-8-(3-trifluoromethyl-phenyl)-[1,2,4]triazolo[1,5-a]pyridin-6-yl]-pyrazol-1-yl}-benzonitrile), CS(=O)(=O)Cl (methanesulfonyl chloride), CS(=O)(=O)Cl (methanesulfonyl chloride). Run in N1=CC=CC=C1 (pyridine). Run at time 18 hour. Product: C(#N)C1=CC=C(C=C1)N1N=CC=C1C=1C(=C(C=2N(C1)N=C(N2)NS(=O)(=O)C)C2=CC(=CC=C2)C(F)(F)F)C (N-[6-[2-(4-Cyano-phenyl)-2H-pyrazol-3-yl]-7-methyl-8-(3-trifluoromethyl-phenyl)-[1,2,4]triazolo[1,5-a]pyridin-2-yl]-methanesulfonamide). Yield: 48.5%. RXN SMILES: [NH2:1][C:2]1[N:34]=[C:5]2[C:6]([C:24]3[CH:29]=[CH:28][CH:27]=[C:26]([C:30]([F:33])([F:32])[F:31])[CH:25]=3)=[C:7]([CH3:23])[C:8]([C:10]3[N:14]([C:15]4[CH:22]=[CH:21][C:18]([C:19]#[N:20])=[CH:17][CH:16]=4)[N:13]=[CH:12][CH:11]=3)=[CH:9][N:4]2[N:3]=1.[CH3:35][S:36](Cl)(=[O:38])=[O:37].O>N1C=CC=CC=1>[C:19]([C:18]1[CH:17]=[CH:16][C:15]([N:14]2[C:10]([C:8]3[C:7]([CH3:23])=[C:6]([C:24]4[CH:29]=[CH:28][CH:27]=[C:26]([C:30]([F:32])([F:33])[F:31])[CH:25]=4)[C:5]4[N:4]([N:3]=[C:2]([NH:1][S:36]([CH3:35])(=[O:38])=[O:37])[N:34]=4)[CH:9]=3)=[CH:11][CH:12]=[N:13]2)=[CH:22][CH:21]=1)#[N:20]. Reported procedure: 4-{5-[2-Amino-7-methyl-8-(3-trifluoromethyl-phenyl)-[1,2,4]triazolo[1,5-a]pyridin-6-yl]-pyrazol-1-yl}-benzonitrile (Ex. 1, 150 mg, 0.326 mmol) was dissolved in pyridine (4 mL) and methanesulfonyl chloride (50 μL, 0.652 mmol) was added. The reaction mixture was stirred at RT for 18 hrs then at 60° C. for 3 hrs. A further quantity of methanesulfonyl chloride (50 μL) was added and the mixture was heated at 60° C. overnight. The reaction mixture was allowed to cool then water was added and the mixtu... RXN SMILES: [C:1](=[O:2])([O-:3])[O-:4].[CH3:22][OH:23].[CH3:7][Si:8]([CH3:9])([CH3:10])[C:11]#[C:12][c:13]1[cH:14][c:15]([C:16]#[N:17])[cH:18][cH:19][cH:20]1.[ClH:21].[K+:5].[K+:6]>>[CH:11]#[C:12][c:13]1[cH:14][c:15]([C:16]#[N:17])[cH:18][cH:19][cH:20]1. Starting materials: O=C([O-])[O-], CO, C[Si](C)(C)C#Cc1cccc(C#N)c1, Cl, [K+], [K+]. Yields the product C#Cc1cccc(C#N)c1. Reactants: C([O-])(O)=O.[Na+] (sodium bicarbonate), C(C)(=O)OC(C)=O (acetic anhydride), S(O)(O)(=O)=O (sulfuric acid), O[C@@H](CC#CCOCC1=CC=CC=C1)C (5-(R)-hydroxy-1-benzyloxy-2-hexyne). Solvent: O (Water). Run at temperature 60 celsius. Product: C(C)(=O)O[C@@H](CC#CCOCC1=CC=CC=C1)C (5-(R)-acetoxy-1-benzyloxy-2-hexyne). Yield: 98.2%. RXN SMILES: [C:1](OC(=O)C)(=[O:3])[CH3:2].S(=O)(=O)(O)O.[OH:13][C@H:14]([CH3:27])[CH2:15][C:16]#[C:17][CH2:18][O:19][CH2:20][C:21]1[CH:26]=[CH:25][CH:24]=[CH:23][CH:22]=1.C(=O)(O)[O-].[Na+]>O>[C:1]([O:13][C@H:14]([CH3:27])[CH2:15][C:16]#[C:17][CH2:18][O:19][CH2:20][C:21]1[CH:26]=[CH:25][CH:24]=[CH:23][CH:22]=1)(=[O:3])[CH3:2] |f:3.4|. Procedure details: Next, acetic anhydride (23.6 ml, 0.25 mole) and sulfuric acid (0.13 ml) were added to stirred 5-(R)-hydroxy-1-benzyloxy-2-hexyne (34 g, 0.17 mole), prepared above, at 25° C., and the reaction was heated to 60° C. for 20 hours. Water (100 ml) was added, followed by solid sodium bicarbonate (33 g, 0.40 mole) in portions. The reaction mixture was extracted with ethyl acetate (80 ml), the solvent dried (magnesium sulfate) and evaporated to afford 5-(R)-acetoxy-1-benzyloxy-2-hexyne (41.1 g, 99% yield... Starting materials: CC(C)=O, Cc1ccc(S(=O)CC(O)(CC(C)(C)c2cc(Cl)cc3c2OCC3)C(F)(F)F)cc1, O=C(OC(=O)C(F)(F)F)C(F)(F)F, [I-], [Na+]. RXN SMILES: [CH3:46][C:47](=[O:48])[CH3:49].[Cl:1][c:2]1[cH:3][c:4]([C:11]([CH2:12][C:13]([C:14]([F:15])([F:16])[F:17])([OH:18])[CH2:19][S:20](=[O:21])[c:22]2[cH:23][cH:24][c:25]([CH3:28])[cH:26][cH:27]2)([CH3:29])[CH3:30])[c:5]2[c:6]([cH:10]1)[CH2:7][CH2:8][O:9]2.[F:33][C:34]([F:35])([F:36])[C:37]([O:38][C:39](=[O:40])[C:41]([F:42])([F:43])[F:44])=[O:45].[I-:32].[Na+:31]>>[Cl:1][c:2]1[cH:3][c:4]([C:11]([CH2:12][C:13]([C:14]([F:15])([F:16])[F:17])([OH:18])[CH2:19][S:20][c:22]2[cH:23][cH:24][c:25]([CH3:28])[cH:26][cH:27]2)([CH3:29])[CH3:30])[c:5]2[c:6]([cH:10]1)[CH2:7][CH2:8][O:9]2. Yields the product Cc1ccc(SCC(O)(CC(C)(C)c2cc(Cl)cc3c2OCC3)C(F)(F)F)cc1. Reactants: C, CO, O=C(O)C1CCCN1c1ccccc1[N+](=O)[O-], [Pd]. Yields the product O=C1Nc2ccccc2N2CCCC12. As a reaction SMILES: [C:18].[CH3:20][OH:21].[N+:1]([O-:3])([c:4]1[c:5]([N:10]2[CH:11]([C:12]([OH:2])=[O:13])[CH2:15][CH2:16][CH2:17]2)[cH:6][cH:7][cH:8][cH:9]1)=[O:14].[Pd:19]>>[NH:1]1[c:4]2[c:5]([cH:6][cH:7][cH:8][cH:9]2)[N:10]2[CH:11]([C:12]1=[O:13])[CH2:15][CH2:16][CH2:17]2. Product: O=C(O)c1ccc2cc(C(=O)NCCO)ccc2c1. The reactants are COC(=O)c1ccc2cc(C(=O)O)ccc2c1, NCCO. Reaction SMILES: [CH3:1][O:2][C:3](=[O:4])[c:5]1[cH:6][c:7]2[cH:8][cH:9][c:10]([C:15](=[O:16])[OH:17])[cH:11][c:12]2[cH:13][cH:14]1.[NH2:18][CH2:19][CH2:20][OH:21]>>[C:3](=[O:4])([c:5]1[cH:6][c:7]2[cH:8][cH:9][c:10]([C:15](=[O:16])[OH:17])[cH:11][c:12]2[cH:13][cH:14]1)[NH:18][CH2:19][CH2:20][OH:21]. Starting materials: [OH-].[Na+] (NaOH), Stannous chloride, [N+](=O)([O-])C1=C(C(=O)NC=2C(=NC=CC2)Cl)C=CC=C1 (2-nitro-N-(2-chloro-pyridin-3-yl)-benzamide), O (water). Solvent: C(C)O (ethanol). The product is NC1=C(C(=O)NC=2C(=NC=CC2)Cl)C=CC=C1 (2-amino-N-(2-chloro-pyridin-3-yl)-benzamide). Reaction SMILES: [N+:1]([C:4]1[CH:19]=[CH:18][CH:17]=[CH:16][C:5]=1[C:6]([NH:8][C:9]1[C:10]([Cl:15])=[N:11][CH:12]=[CH:13][CH:14]=1)=[O:7])([O-])=O.O.[OH-].[Na+]>C(O)C>[NH2:1][C:4]1[CH:19]=[CH:18][CH:17]=[CH:16][C:5]=1[C:6]([NH:8][C:9]1[C:10]([Cl:15])=[N:11][CH:12]=[CH:13][CH:14]=1)=[O:7] |f:2.3|. Procedure: Stannous chloride (60.0 g, 320 mmol) was added in the solution of 2-nitro-N-(2-chloro-pyridin-3-yl)-benzamide (14.0 g) in absolute ethanol (200 mL). After being refluxed for 4 hours the solution was diluted with 160 ml conc. HCI and left in the refrigerator to crystallize. Obtained product was isolated by filtration. Isolated substance was dissolved in 100 ml boiling water and made alkaline with 30% NaOH (pH 8.5). Obtained precipitate was isolated by filtration and dried. Yield 7.0 g, mp 172-175... Product: ClC1=C(C=C(C(=O)NC2=CC(=CC=C2)F)C=C1)[N+](=O)[O-] (4-Chloro-N-(3-fluoro-phenyl)-3-nitro-benzamide). RXN SMILES: [Cl:1][C:2]1[CH:10]=[CH:9][C:5]([C:6](Cl)=[O:7])=[CH:4][C:3]=1[N+:11]([O-:13])=[O:12].[F:14][C:15]1[CH:16]=[C:17]([NH2:21])[CH:18]=[CH:19][CH:20]=1>>[Cl:1][C:2]1[CH:10]=[CH:9][C:5]([C:6]([NH:21][C:17]2[CH:18]=[CH:19][CH:20]=[C:15]([F:14])[CH:16]=2)=[O:7])=[CH:4][C:3]=1[N+:11]([O-:13])=[O:12]. Starting materials: ClC1=C(C=C(C(=O)Cl)C=C1)[N+](=O)[O-] (4-chloro-3-nitrobenzoyl chloride), FC=1C=C(C=CC1)N (3-Fluoro-phenylamine). Reported procedure: A mixture of 4-chloro-3-nitrobenzoyl chloride was reacted with 3-Fluoro-phenylamine to produce 4-Chloro-N-(3-fluoro-phenyl)-3-nitro-benzamide according to the procedure of Example 10A, which was treated sequentially using the procedures from Examples 22A and 22B to provide the title product. The reactants are BrBr (bromine), ice, S([O-])(O)=O.[Na+] (sodium bisulfite), O=C1CCC2=CC(=CC=C12)C#N (1-oxoindane-5-carbonitrile), Br (hydrobromic acid). Solvent: C(C)(=O)O (acetic acid), O (water), C(C)(=O)O (acetic acid). Conditions: time 3 hour. Product: BrC1C(C2=CC=C(C=C2C1)C#N)=O (2-Bromo-l-oxoindane-5-carbonitrile). Reaction SMILES: [O:1]=[C:2]1[C:10]2[C:5](=[CH:6][C:7]([C:11]#[N:12])=[CH:8][CH:9]=2)[CH2:4][CH2:3]1.[BrH:13].BrBr.S(=O)(O)[O-].[Na+]>C(O)(=O)C.O>[Br:13][CH:3]1[CH2:4][C:5]2[C:10](=[CH:9][CH:8]=[C:7]([C:11]#[N:12])[CH:6]=2)[C:2]1=[O:1] |f:3.4|. Procedure: 3.93 g of 1-oxoindane-5-carbonitrile are dissolved in 40 ml of glacial acetic acid and, after addition of 0.1 ml of hydrobromic acid (48% strength in water), at room temperature a solution of 1.34 ml of bromine in 8 ml of acetic acid is added dropwise. The reaction mixture is stirred at room temperature for 3 h and then added to a mixture of 20 g of ice and 40 g of water, 0.5 g of sodium bisulfite is added and the mixture is extracted by shaking twice with 50 ml of dichloromethane each time. The...